Dataset: the Open Reaction Database (ORD), a public repository of structured organic reaction records. Task: describe an organic reaction: reactants, conditions, products, and yield Reactants: O=N[O-], CCCCn1c(N)cc(=O)[nH]c1=O, [Na+], O. The product is CCCCn1c(N)c(N=O)c(=O)[nH]c1=O. Reaction SMILES: [N:14](=[O:15])[O-:16].[NH2:1][c:2]1[cH:3][c:4](=[O:13])[nH:5][c:6](=[O:12])[n:7]1[CH2:8][CH2:9][CH2:10][CH3:11].[Na+:17].[OH2:18]>>[NH2:1][c:2]1[c:3]([N:14]=[O:15])[c:4](=[O:13])[nH:5][c:6](=[O:12])[n:7]1[CH2:8][CH2:9][CH2:10][CH3:11]. Starting materials: FC1=C(C(=O)OC)C(=CC(=C1F)F)F (methyl 2,3,4,6-tetrafluorobenzoate), C(C1=CC=CC=C1)N (benzylamine). Solvent: C1=CC=CC=C1 (benzene). Conditions: time 1.5 hour. Yields the product NC1=CC(=C(C(=C1C(=O)OC)F)F)F (methyl 6-amino-2,3,4-trifluorobenzoate). RXN SMILES: [F:1][C:2]1[C:11]([F:12])=[C:10]([F:13])[CH:9]=[C:8](F)[C:3]=1[C:4]([O:6][CH3:7])=[O:5].C([NH2:22])C1C=CC=CC=1>C1C=CC=CC=1>[NH2:22][C:8]1[C:3]([C:4]([O:6][CH3:7])=[O:5])=[C:2]([F:1])[C:11]([F:12])=[C:10]([F:13])[CH:9]=1. Procedure: 60 g of methyl 2,3,4,6-tetrafluorobenzoate and 70 g of benzylamine were reacted under reflux for 1 hour in 400 ml of benzene. After the reaction mixture was allowed to cool down, it was washed successively with water, 1% hydrochloric acid and 1% aq. sodium carbonate, each in the amount of 600 ml. The reaction mixture was treated with anhydrous magnesium sulfate and then concentrated. Crystals thus precipitated were collected by filtration and thereafter washed with methanol. 30 g of the crystals... Reactants: O1COC2=C1C=CC(=C2)CN2C(C1=CC=C(C=C1C(=C2C(=O)O)C2=CC=CC=C2)Br)=O (2-(benzo[1,3]dioxol-5-ylmethyl)-6-bromo-1-oxo-4-phenyl-1,2-dihydroisoquinoline-3-carboxylic acid), O1C(=CC=C1)CO (furan-2-ylmethanol), powder. Product: O1C(=CC=C1)COC(=O)C=1N(C(C2=CC=C(C=C2C1C1=CC=CC=C1)Br)=O)CC1=CC2=C(OCO2)C=C1 (2-(benzo[1,3]dioxol-5-ylmethyl)-6-bromo-1-oxo-4-phenyl-1,2-dihydroisoquinoline-3-carboxylic acid furan-2-ylmethyl ester). As a reaction SMILES: [O:1]1[C:5]2[CH:6]=[CH:7][C:8]([CH2:10][N:11]3[C:20]([C:21]([OH:23])=[O:22])=[C:19]([C:24]4[CH:29]=[CH:28][CH:27]=[CH:26][CH:25]=4)[C:18]4[C:13](=[CH:14][CH:15]=[C:16]([Br:30])[CH:17]=4)[C:12]3=[O:31])=[CH:9][C:4]=2[O:3][CH2:2]1.[O:32]1[CH:36]=[CH:35][CH:34]=[C:33]1[CH2:37]O>>[O:32]1[CH:36]=[CH:35][CH:34]=[C:33]1[CH2:37][O:22][C:21]([C:20]1[N:11]([CH2:10][C:8]2[CH:7]=[CH:6][C:5]3[O:1][CH2:2][O:3][C:4]=3[CH:9]=2)[C:12](=[O:31])[C:13]2[C:18]([C:19]=1[C:24]1[CH:29]=[CH:28][CH:27]=[CH:26][CH:25]=1)=[CH:17][C:16]([Br:30])=[CH:15][CH:14]=2)=[O:23]. Procedure details: The present compound was synthesized by a method similar to that in Example 200 and using 2-(benzo[1,3]dioxol-5-ylmethyl)-6-bromo-1-oxo-4-phenyl-1,2-dihydroisoquinoline-3-carboxylic acid (300 mg) and furan-2-ylmethanol. A colorless powder (190 mg). The reactants are [Br-], Br, COCc1cccc(N)c1C, CO, ClC(Cl)Cl, [Na+], [Na+], [Na+], [Na+], O=C([O-])[O-], O, N#C[S-]. The product is COCc1c(SC#N)ccc(N)c1C. Reaction SMILES: [Br-:17].[Br:18].[CH3:1][O:2][CH2:3][c:4]1[c:5]([CH3:11])[c:6]([NH2:7])[cH:8][cH:9][cH:10]1.[CH3:25][OH:26].[CH:27]([Cl:28])([Cl:29])[Cl:30].[Na+:12].[Na+:16].[Na+:19].[Na+:20].[O-:21][C:22](=[O:23])[O-:24].[OH2:31].[S-:13][C:14]#[N:15]>>[CH3:1][O:2][CH2:3][c:4]1[c:5]([CH3:11])[c:6]([NH2:7])[cH:8][cH:9][c:10]1[S:13][C:14]#[N:15]. Starting materials: C(#N)C1=CC(=C(C=O)C=C1)F (4-cyano-2-fluorobenzaldehyde), C1(=CC=CC=C1)S (phenyl mercaptan), C([O-])([O-])=O.[K+].[K+] (potassium carbonate), CN(C=O)C (dimethylformamide). Run in O (water). Conditions: temperature 90 celsius, time 40 minute. The product is C(C1=CC=CC=C1)SC1=C(C=O)C=CC(=C1)C#N (2-benzylthio-4-cyanobenzaldehyde). Reaction SMILES: C([C:3]1[CH:10]=[CH:9][C:6]([CH:7]=O)=[C:5](F)[CH:4]=1)#N.[C:12]1([SH:18])[CH:17]=[CH:16][CH:15]=[CH:14][CH:13]=1.[C:19](=[O:22])([O-])[O-].[K+].[K+].[CH3:25][N:26](C)C=O>O>[CH2:7]([S:18][C:12]1[CH:17]=[C:16]([C:25]#[N:26])[CH:15]=[CH:14][C:13]=1[CH:19]=[O:22])[C:6]1[CH:5]=[CH:4][CH:3]=[CH:10][CH:9]=1 |f:2.3.4|. Procedure details: A mixture of 4-cyano-2-fluorobenzaldehyde (1.49 g, 10 mmol), phenyl mercaptan (1.39 g, 11 mmol), potassium carbonate (1.51 g, 11 mmol) in dimethylformamide (20 ml) was heated with stirring under a nitrogen atmosphere for 1 hour 40 minutes at 90° C. The yellow solution was cooled, then diluted with water (40-50 ml). The resulting precipitate was filtered and washed with more water, then dried. Recrystallisation from isopropanol gave 2-benzylthio-4-cyanobenzaldehyde as a yellow solid, m.p. 106°-10... Product: CCCOCCOc1ccc(-c2ccc3c(c2)C=C(C(=O)Nc2ccc(CN(C)C4CCOCC4)cc2)CCS3(=O)=O)cc1, CS(=O)(=O)O. The reactants are CCCOCCOc1ccc(-c2ccc3c(c2)C=C(C(=O)Nc2ccc(CN(C)C4CCOCC4)cc2)CCS3(=O)=O)cc1, CS(=O)(=O)O, CCO. RXN SMILES: [CH3:1][N:2]([CH:3]1[CH2:4][CH2:5][O:6][CH2:7][CH2:8]1)[CH2:9][c:10]1[cH:11][cH:12][c:13]([NH:16][C:17](=[O:18])[C:19]2=[CH:25][c:24]3[c:23]([cH:29][cH:28][c:27](-[c:30]4[cH:31][cH:32][c:33]([O:36][CH2:37][CH2:38][O:39][CH2:40][CH2:41][CH3:42])[cH:34][cH:35]4)[cH:26]3)[S:22](=[O:43])(=[O:44])[CH2:21][CH2:20]2)[cH:14][cH:15]1.[CH3:45][S:46]([OH:47])(=[O:48])=[O:49].[CH3:50][CH2:51][OH:52]>>[CH3:1][N:2]([CH:3]1[CH2:4][CH2:5][O:6][CH2:7][CH2:8]1)[CH2:9][c:10]1[cH:11][cH:12][c:13]([NH:16][C:17](=[O:18])[C:19]2=[CH:25][c:24]3[c:23]([cH:29][cH:28][c:27](-[c:30]4[cH:31][cH:32][c:33]([O:36][CH2:37][CH2:38][O:39][CH2:40][CH2:41][CH3:42])[cH:34][cH:35]4)[cH:26]3)[S:22](=[O:43])(=[O:44])[CH2:21][CH2:20]2)[cH:14][cH:15]1.[CH3:45][S:46](=[O:47])(=[O:48])[OH:49]. Reactants: Cl (hydrogen chloride), C(CCCCC)C(C#N)N1C=NC(=C1)NC(C1=C(C=CC=C1)C(=O)O)=O (α-hexyl-4-[(2-carboxybenzoyl)-amino]-1H-imidazole-1-acetonitrile), C(CCC)[Sn](CCCC)(CCCC)N=[N+]=[N-] (tributyl tin azide). Run in CO (methanol). Reaction conditions: temperature 85 celsius, time 20 minute. Yields the product O.N1N=NN=C1C(CCCCCC)N1C=NC(=C1)NC(=O)C1=C(C(=O)O)C=CC=C1.N1N=NN=C1C(CCCCCC)N1C=NC(=C1)NC(=O)C1=C(C(=O)O)C=CC=C1 (2-[({1-[1-(Tetrazol-5-yl)heptyl]-1H-imidazol-4-yl}amino)carbonyl]benzoic acid hemihydrate). Isolated yield 28.0%. Reaction SMILES: [CH2:1]([CH:7]([N:10]1[CH:14]=[C:13]([NH:15][C:16](=[O:26])[C:17]2[CH:22]=[CH:21][CH:20]=[CH:19][C:18]=2[C:23]([OH:25])=[O:24])[N:12]=[CH:11]1)[C:8]#[N:9])[CH2:2][CH2:3][CH2:4][CH2:5][CH3:6].C([Sn]([N:40]=[N+:41]=[N-:42])(CCCC)CCCC)CCC.Cl>CO>[OH2:24].[NH:40]1[C:8]([CH:7]([N:10]2[CH:14]=[C:13]([NH:15][C:16]([C:17]3[CH:22]=[CH:21][CH:20]=[CH:19][C:18]=3[C:23]([OH:25])=[O:24])=[O:26])[N:12]=[CH:11]2)[CH2:1][CH2:2][CH2:3][CH2:4][CH2:5][CH3:6])=[N:9][N:42]=[N:41]1.[NH:40]1[C:8]([CH:7]([N:10]2[CH:14]=[C:13]([NH:15][C:16]([C:17]3[CH:22]=[CH:21][CH:20]=[CH:19][C:18]=3[C:23]([OH:25])=[O:24])=[O:26])[N:12]=[CH:11]2)[CH2:1][CH2:2][CH2:3][CH2:4][CH2:5][CH3:6])=[N:9][N:42]=[N:41]1 |f:4.5.6|. Procedure: To 700 mg of α-hexyl-4-[(2-carboxybenzoyl)-amino]-1H-imidazole-1-acetonitrile were added 2.0 g of tributyl tin azide. The mixture was heated at 85° C. for 2 days, cooled, and added to 50 ml of methanol previously saturated with hydrogen chloride gas. After stirring for 20 minutes, the solvent was removed in vacuo. The residue was triturated with diethyl ether. The remaining solid was diluted with 100 ml of absolute ethanol and 100 ml of 4N sodium hydroxide. After stirring for two hours, the solu... RXN SMILES: C(O[C:6]([N:8]([CH3:39])[C@H:9]([CH2:23][O:24][C:25](=[O:38])[NH:26][C:27]1[N:28]=[CH:29][C:30]2[C:35]([CH:36]=1)=[CH:34][C:33]([F:37])=[CH:32][CH:31]=2)[CH2:10][C:11]1[N:12]=[CH:13][N:14](C(OC(C)(C)C)=O)[CH:15]=1)=[O:7])(C)(C)C.Cl.CCN(C(C)C)C(C)C.[Cl:50][C:51]1[C:70]([F:71])=[CH:69][CH:68]=[CH:67][C:52]=1[CH2:53][NH:54]C(=O)OC1C=CC([N+]([O-])=O)=CC=1>C1COCC1>[F:37][C:33]1[CH:32]=[C:31]2[C:30](=[CH:35][CH:34]=1)[CH:29]=[N:28][C:27]([NH:26][C:25](=[O:38])[O:24][CH2:23][C@@H:9]([N:8]([CH3:39])[C:6]([NH:54][CH2:53][C:52]1[CH:67]=[CH:68][CH:69]=[C:70]([F:71])[C:51]=1[Cl:50])=[O:7])[CH2:10][C:11]1[N:12]=[CH:13][NH:14][CH:15]=1)=[CH:36]2. Solvent: C1CCOC1 (THF). Procedure details: To a solution of (S)-tert-butyl 4-(2-(tert-butoxycarbonyl(methyl)amino)-3-(6-fluoroisoquinolin-3-ylcarbamoyloxy)propyl)-1H-imidazole-1-carboxylate (280 mg, 0.51 mmol) in THF (10 mL) was added HCl (4 N in 1,4-dioxane, 2.55 mL, 10.2 mmol). The reaction mixture was stirred at RT for 1 h and concentrated to dryness. The residue was suspended in THF (20 mL). To the suspension were added DIEA (0.27 mL, 1.53 mmol) and 4-nitrophenyl 2-chloro-3-fluorobenzylcarbamate (166 mg, 0.51 mmol). The reaction mixt... The product is FC=1C=C2C=C(N=CC2=CC1)NC(OC[C@H](CC=1N=CNC1)N(C(=O)NCC1=C(C(=CC=C1)F)Cl)C)=O ((S)-2-(3-(2-chloro-3-fluorobenzyl)-1-methylureido)-3-(1H-imidazol-4-yl)propyl 6-fluoroisoquinolin-3-ylcarbamate). Yield: 13.0%. Run at time 1 hour. Reactants: C(C)(C)(C)OC(=O)N([C@@H](CC=1N=CN(C1)C(=O)OC(C)(C)C)COC(NC=1N=CC2=CC=C(C=C2C1)F)=O)C ((S)-tert-butyl 4-(2-(tert-butoxycarbonyl(methyl)amino)-3-(6-fluoroisoquinolin-3-ylcarbamoyloxy)propyl)-1H-imidazole-1-carboxylate), Cl (HCl), CCN(C(C)C)C(C)C (DIEA), ClC1=C(CNC(OC2=CC=C(C=C2)[N+](=O)[O-])=O)C=CC=C1F (4-nitrophenyl 2-chloro-3-fluorobenzylcarbamate). Reactants: [Br-], CCOCC, CC[Mg+], C1CCOC1, [Cl-], COC(=O)c1ccc2c(c1)OCCn1c-2nc(I)c1I, [NH4+]. The product is COC(=O)c1ccc2c(c1)OCCn1cc(I)nc1-2. RXN SMILES: [Br-:1].[CH2:27]([O:28][CH2:29][CH3:30])[CH3:31].[CH2:2]([Mg+:3])[CH3:4].[CH2:32]1[O:33][CH2:34][CH2:35][CH2:36]1.[Cl-:25].[I:5][c:6]1[n:7][c:8]2[n:9]([c:23]1[I:24])[CH2:10][CH2:11][O:12][c:13]1[c:14]-2[cH:15][cH:16][c:17]([C:19](=[O:20])[O:21][CH3:22])[cH:18]1.[NH4+:26]>>[I:5][c:6]1[n:7][c:8]2[n:9]([cH:23]1)[CH2:10][CH2:11][O:12][c:13]1[c:14]-2[cH:15][cH:16][c:17]([C:19](=[O:20])[O:21][CH3:22])[cH:18]1.